This data is from the Open Reaction Database (ORD), a public repository of structured organic reaction records. The task is: describe an organic reaction: reactants, conditions, products, and yield The product is COC(=O)CCc1ccnc(NC(=O)OC(C)(C)C)c1. RXN SMILES: [Br:21][CH2:22][C:23](=[O:24])[O:25][CH3:26].[CH2:16]([Li:17])[CH2:18][CH2:19][CH3:20].[CH3:1][c:2]1[cH:3][c:4]([NH:8][C:9]([O:10][C:11]([CH3:12])([CH3:13])[CH3:14])=[O:15])[n:5][cH:6][cH:7]1.[O:27]1[CH2:28][CH2:29][CH2:30][CH2:31]1>>[CH2:1]([c:2]1[cH:3][c:4]([NH:8][C:9]([O:10][C:11]([CH3:12])([CH3:13])[CH3:14])=[O:15])[n:5][cH:6][cH:7]1)[CH2:22][C:23](=[O:24])[O:25][CH3:26]. Reactants: COC(=O)CBr, [Li]CCCC, Cc1ccnc(NC(=O)OC(C)(C)C)c1, C1CCOC1. Starting materials: Cl (HCl), O1CCOCC1 (dioxane), ice, C(C)(C)(C)OC(NCCN1C(=NC(=C1)I)C)=O ([2-(4-iodo-2-methyl-imidazol-1-yl)-ethyl]-carbamic acid tert-butyl ester). The solvent is C(Cl)Cl (DCM). Reaction conditions: temperature 0 celsius, time 15 minute. The product is IC=1N=C(N(C1)CCN)C (2-(4-iodo-2-methyl-imidazol-1-yl)-ethylamine), Cl (HCl). As a reaction SMILES: C(OC(=O)[NH:7][CH2:8][CH2:9][N:10]1[CH:14]=[C:13]([I:15])[N:12]=[C:11]1[CH3:16])(C)(C)C.[ClH:18].O1CCOCC1>C(Cl)Cl>[I:15][C:13]1[N:12]=[C:11]([CH3:16])[N:10]([CH2:9][CH2:8][NH2:7])[CH:14]=1.[ClH:18]. Procedure details: To an ice-cooled solution of [2-(4-iodo-2-methyl-imidazol-1-yl)-ethyl]-carbamic acid tert-butyl ester (2.800 g; 7.973 mmol) in DCM (45 ml) was added slowly 4N HCl in dioxane (28.25 ml; 113.000 mmol). The resulting suspension was stirred at 0° C. for 15 min., then at rt for 1 h. The volatiles were removed under reduced pressure, then under HV. The product 2-(4-iodo-2-methyl-imidazol-1-yl)-ethylamine was obtained as a pale beige solid (2.880 g; 100%; presence of 3 eq. of HCl). LC-MS: tR=0.14 min.;...